Dataset: the Open Reaction Database (ORD), a public repository of structured organic reaction records. Task: describe an organic reaction: reactants, conditions, products, and yield Reactants: C(C1=CC=CC=C1)OC=1C=C2C=NN(C2=CC1)C1=CC=C(C=C1)N (5-benzyloxy-1-(4-aminophenyl)indazole), OC1CCN(CC1)C1=CC=C(C(=O)O)C=C1 (4-(4-hydroxypiperidin-1-yl)benzoic acid). The product is C(C1=CC=CC=C1)OC=1C=C2C=NN(C2=CC1)C1=CC=C(C=C1)NC(C1=CC=C(C=C1)N1CCC(CC1)O)=O (N-(4-(5-(Benzyloxy)-1H-indazol-1-yl)phenyl)-4-(4-hydroxypiperidin-1-yl)benzamide). As a reaction SMILES: [CH2:1]([O:8][C:9]1[CH:10]=[C:11]2[C:15](=[CH:16][CH:17]=1)[N:14]([C:18]1[CH:23]=[CH:22][C:21]([NH2:24])=[CH:20][CH:19]=1)[N:13]=[CH:12]2)[C:2]1[CH:7]=[CH:6][CH:5]=[CH:4][CH:3]=1.[OH:25][CH:26]1[CH2:31][CH2:30][N:29]([C:32]2[CH:40]=[CH:39][C:35]([C:36](O)=[O:37])=[CH:34][CH:33]=2)[CH2:28][CH2:27]1>>[CH2:1]([O:8][C:9]1[CH:10]=[C:11]2[C:15](=[CH:16][CH:17]=1)[N:14]([C:18]1[CH:19]=[CH:20][C:21]([NH:24][C:36](=[O:37])[C:35]3[CH:34]=[CH:33][C:32]([N:29]4[CH2:30][CH2:31][CH:26]([OH:25])[CH2:27][CH2:28]4)=[CH:40][CH:39]=3)=[CH:22][CH:23]=1)[N:13]=[CH:12]2)[C:2]1[CH:7]=[CH:6][CH:5]=[CH:4][CH:3]=1. Procedure: Compound 988 was prepared according to the procedure described in Scheme IV from 5-benzyloxy-1-(4-aminophenyl)indazole and 4-(4-hydroxypiperidin-1-yl)benzoic acid. [M+H]+ calcd for C32H30N4O3: 519.23; found: 519.11. Starting materials: N(=NC(=O)OCC)C(=O)OCC (diethyl azodicarboxylate), C1(=CC=C(C=C1)S(=O)(=O)OC)C (Methyl para-toluenesulphonate), S(=O)(=O)(C1=CC=C(C)C=C1)N1C[C@@H](CC1)O (1-tosyl-3-(R)-(-)-hydroxypyrrolidine), C1(=CC=CC=C1)P(C1=CC=CC=C1)C1=CC=CC=C1 (triphenylphosphine). Solvent: O1CCCC1 (tetrahydrofuran). Conditions: temperature -20 celsius, time 30 minute. Product: S(=O)(=O)(C1=CC=C(C)C=C1)N1C[C@H](CC1)OS(=O)(=O)C1=CC=C(C)C=C1 (1-tosyl-3-(S)-(-)-tosyloxypyrrolidine). RXN SMILES: [C:1]1([CH3:12])[CH:6]=[CH:5][C:4]([S:7]([O:10][CH3:11])(=[O:9])=[O:8])=[CH:3][CH:2]=1.[S:13]([N:23]1[CH2:27]C[C@@H:25](O)[CH2:24]1)([C:16]1[CH:22]=[CH:21][C:19]([CH3:20])=[CH:18][CH:17]=1)(=[O:15])=[O:14].C1(P(C2C=CC=CC=2)C2C=CC=CC=2)C=CC=CC=1.N(C(OCC)=O)=NC(OCC)=O>O1CCCC1>[S:13]([N:23]1[CH2:24][CH2:25][C@H:11]([O:10][S:7]([C:4]2[CH:3]=[CH:2][C:1]([CH3:12])=[CH:6][CH:5]=2)(=[O:9])=[O:8])[CH2:27]1)([C:16]1[CH:22]=[CH:21][C:19]([CH3:20])=[CH:18][CH:17]=1)(=[O:14])=[O:15]. Reported procedure: Methyl para-toluenesulphonate (54 g) was added in portions to a solution of 1-tosyl-3-(R)-(-)-hydroxypyrrolidine (49 g--see Preparation 2) and triphenylphosphine (76 g) in anhydrous tetrahydrofuran (700 ml) at 0° C. The mixture was cooled to -20° C. and diethyl azodicarboxylate (58 g--"DEAD") was added, dropwise, over 30 minutes. During this time, the temperature of the mixture was not allowed to rise above -10° C. When the addition was complete the mixture was allowed to warm to room temperatur... As a reaction SMILES: [P:1]([O-:46])([O:27][CH2:28][CH2:29][CH2:30][CH2:31][CH2:32][CH2:33][CH2:34][CH2:35][CH2:36][CH2:37][CH2:38][CH2:39][CH2:40][CH2:41][N+:42]([CH3:45])([CH3:44])[CH3:43])([O:3][CH2:4][CH:5]([OH:26])[CH2:6][O:7][CH2:8][CH2:9][CH2:10][CH2:11][CH2:12][CH2:13][CH2:14][CH2:15][CH2:16][CH2:17][CH2:18][CH2:19][CH2:20][CH2:21][CH2:22][CH2:23][CH2:24][CH3:25])=[O:2].[CH3:47][N:48]=[C:49]=[O:50]>C(N(CC)CC)C>[P:1]([O-:46])([O:27][CH2:28][CH2:29][CH2:30][CH2:31][CH2:32][CH2:33][CH2:34][CH2:35][CH2:36][CH2:37][CH2:38][CH2:39][CH2:40][CH2:41][N+:42]([CH3:45])([CH3:44])[CH3:43])([O:3][CH2:4][CH:5]([O:26][C:49](=[O:50])[NH:48][CH3:47])[CH2:6][O:7][CH2:8][CH2:9][CH2:10][CH2:11][CH2:12][CH2:13][CH2:14][CH2:15][CH2:16][CH2:17][CH2:18][CH2:19][CH2:20][CH2:21][CH2:22][CH2:23][CH2:24][CH3:25])=[O:2]. Procedure details: By following the procedure of Example 8, 661 mg of the alcohol derivative obtained in Example 25 was reacted with 2 ml of methyl isocyanate and 1 ml of triethylamine to give 485 mg (yield: 68%) of the desired product. Run in C(C)N(CC)CC (triethylamine). The product is P(=O)(OCC(COCCCCCCCCCCCCCCCCCC)OC(NC)=O)(OCCCCCCCCCCCCCC[N+](C)(C)C)[O-] (2-Methylcarbamoyloxy-3-octadecyloxypropyl 14-trimethylammoniotetradecyl phosphate). Starting materials: P(=O)(OCC(COCCCCCCCCCCCCCCCCCC)O)(OCCCCCCCCCCCCCC[N+](C)(C)C)[O-] (2-(Hydroxy)-3-(octadecyloxy)propyl 14-trimethylammoniotetradecyl phosphate), CN=C=O (methyl isocyanate). Isolated yield 68.0%.